Dataset: the Open Reaction Database (ORD), a public repository of structured organic reaction records. Task: describe an organic reaction: reactants, conditions, products, and yield Starting materials: CC(=O)c1ccccc1O, CC(C)C(=O)Nc1cccc(C2CCN(CCC(O)c3ccc(F)cc3)CC2)c1. The product is CC(=O)c1ccccc1OC(CCN1CCC(c2cccc(NC(=O)C(C)C)c2)CC1)c1ccc(F)cc1. As a reaction SMILES: [C:30]([CH3:31])(=[O:32])[c:33]1[c:34]([OH:39])[cH:35][cH:36][cH:37][cH:38]1.[F:1][c:2]1[cH:3][cH:4][c:5]([CH:8]([CH2:9][CH2:10][N:11]2[CH2:12][CH2:13][CH:14]([c:17]3[cH:18][c:19]([NH:23][C:24]([CH:25]([CH3:26])[CH3:27])=[O:28])[cH:20][cH:21][cH:22]3)[CH2:15][CH2:16]2)[OH:29])[cH:6][cH:7]1>>[F:1][c:2]1[cH:3][cH:4][c:5]([CH:8]([CH2:9][CH2:10][N:11]2[CH2:12][CH2:13][CH:14]([c:17]3[cH:18][c:19]([NH:23][C:24]([CH:25]([CH3:26])[CH3:27])=[O:28])[cH:20][cH:21][cH:22]3)[CH2:15][CH2:16]2)[O:29][c:34]2[c:33]([C:30]([CH3:31])=[O:32])[cH:38][cH:37][cH:36][cH:35]2)[cH:6][cH:7]1. Starting materials: C(C)N=C=NCCCN(C)C (1-ethyl-3-(3-dimethylaminopropyl)carbodiimide), C(C)(C)(C)OC(=O)N1CCC(CC1)/C=C/C(=O)N1C[C@@H](CCC1)C(=O)O ((R)-1-[3-(1-tert-butoxycarbonyl-4-piperidyl)-(E)-acryloyl]-3-piperidinecarboxylic acid), Cl.C(C)OC(CCN)=O (β-alanine ethyl ester hydrochloride), ON1N=NC2=C1C=CC=C2 (1-hydroxybenzotriazole). The solvent is CN(C=O)C (dimethylformamide), O (water). Conditions: time 8 hour. Product: C(C)OC(CCNC(=O)[C@H]1CN(CCC1)C(\C=C\C1CCN(CC1)C(=O)OC(C)(C)C)=O)=O (N-[(R)-1-[3-(1-tert-butoxycarbonyl-4-piperidyl)-(E)-acryloyl]-3-piperidylcarbonyl]-β-alanine ethyl ester). Yield: 100.0%. RXN SMILES: [C:1]([O:5][C:6]([N:8]1[CH2:13][CH2:12][CH:11](/[CH:14]=[CH:15]/[C:16]([N:18]2[CH2:23][CH2:22][CH2:21][C@@H:20]([C:24](O)=[O:25])[CH2:19]2)=[O:17])[CH2:10][CH2:9]1)=[O:7])([CH3:4])([CH3:3])[CH3:2].Cl.[CH2:28]([O:30][C:31](=[O:35])[CH2:32][CH2:33][NH2:34])[CH3:29].ON1C2C=CC=CC=2N=N1.C(N=C=NCCCN(C)C)C>CN(C)C=O.O>[CH2:28]([O:30][C:31](=[O:35])[CH2:32][CH2:33][NH:34][C:24]([C@@H:20]1[CH2:21][CH2:22][CH2:23][N:18]([C:16](=[O:17])/[CH:15]=[CH:14]/[CH:11]2[CH2:12][CH2:13][N:8]([C:6]([O:5][C:1]([CH3:3])([CH3:2])[CH3:4])=[O:7])[CH2:9][CH2:10]2)[CH2:19]1)=[O:25])[CH3:29] |f:1.2|. Reported procedure: To a mixture of (R)-1-[3-(1-tert-butoxycarbonyl-4-piperidyl)-(E)-acryloyl]-3-piperidinecarboxylic acid (2 g) and β-alanine ethyl ester hydrochloride (0.84 g) and 1-hydroxybenzotriazole (0.74 g) in dimethylformamide (20 ml) was added 1-ethyl-3-(3-dimethylaminopropyl)carbodiimide (1 ml) at 0° C. The reaction mixture was stirred overnight at room temperature, and then poured into water. The whole was extracted with ethyl acetate, washed with aqueous saturated NaHCO3, water, and brine, dried over Mg... The reactants are BrC1=CC=C(C=C1)C1=NC=CC=C1 (2-(4-bromophenyl)pyridine), C(CCC)[Li] (n-Butyllithium), O (Water), C(C)(C)OB(OC(C)C)OC(C)C (triisopropylborate). Run in CCOCC (ether), CCOCC (ether). Conditions: temperature -20 celsius, time 30 minute. The product is N1=C(C=CC=C1)C1=CC=C(C=C1)B(O)O (4-(Pyrid-2-yl)phenylboronic acid). The yield is 18.0%. Reaction SMILES: C([Li])CCC.Br[C:7]1[CH:12]=[CH:11][C:10]([C:13]2[CH:18]=[CH:17][CH:16]=[CH:15][N:14]=2)=[CH:9][CH:8]=1.C([O:22][B:23](OC(C)C)[O:24]C(C)C)(C)C.O>CCOCC>[N:14]1[CH:15]=[CH:16][CH:17]=[CH:18][C:13]=1[C:10]1[CH:11]=[CH:12][C:7]([B:23]([OH:24])[OH:22])=[CH:8][CH:9]=1. Procedure: n-Butyllithium (1.6M in hexane, 2.67 ml) was added to dry ether (16 ml) at -78° C. under argon. A solution of 2-(4-bromophenyl)pyridine (D76, 1.0 g) in dry ether (20 ml) was added dropwise over 5 minutes and allowed to warm to -20° C. for approximately 2 minutes to give a deep red solution. After recooling to -78° C., triisopropylborate (1.18 ml) was added, stirred 30 minutes, warned to ambient temperature to give a yellow cloudy mixture. Water (4.2 ml) and 0.5 MNaOH (4.2 ml) were added with vig... The reactants are C1(CCCCC1)C(=O)N1CC(N(C(C1)=O)CCC1=CC=CC=C1)=O (4-(cyclohexylcarbonyl)-2,6-dioxo-1-phenethyl piperazine), cupric chloride, [BH4-].[Na+] (sodium borohydride), O (water), ClCCl (dichloromethane). The solvent is C(C)O (ethanol). Reaction conditions: time 1 hour. Product: C1(CCCCC1)C(=O)N1CC(N(C(C1)=O)CCC1=CC=CC=C1)O (4-(cyclohexylcarbonyl)-2-hydroxy-6-oxo-1-phenethyl piperazine). The yield is 73.0%. Reaction SMILES: [CH:1]1([C:7]([N:9]2[CH2:14][C:13](=[O:15])[N:12]([CH2:16][CH2:17][C:18]3[CH:23]=[CH:22][CH:21]=[CH:20][CH:19]=3)[C:11](=[O:24])[CH2:10]2)=[O:8])[CH2:6][CH2:5][CH2:4][CH2:3][CH2:2]1.[BH4-].[Na+].O.ClCCl>C(O)C>[CH:1]1([C:7]([N:9]2[CH2:10][C:11](=[O:24])[N:12]([CH2:16][CH2:17][C:18]3[CH:23]=[CH:22][CH:21]=[CH:20][CH:19]=3)[CH:13]([OH:15])[CH2:14]2)=[O:8])[CH2:6][CH2:5][CH2:4][CH2:3][CH2:2]1 |f:1.2|. Procedure: 15.2 g (0.046 mol) of 4-(cyclohexylcarbonyl)-2,6-dioxo-1-phenethyl piperazine are dissolved in 600 ml of ethanol. In an inert atmosphere, at 0° C., there are added 8.7 g (0.0509 mol) of dihydrated cupric chloride and the mixture is left for 1 hour at 0° C. To the reaction medium, kept at 0° C., are added in portions 8.8 g (0.23 mol) of sodium borohydride and left for 45 minutes at 0° C. The excess of reducing agent is destroyed by adding acetone. The insoluble salts are filtered and the filtrate... Starting materials: c1(ccccc1)S(O)(=O)=O, C1C[C@](C(N1)=O)(C)N. Reagents/catalysts: c1ccc(cc1)-c2c3ccccc3cc4ccccc24 (9-Phenylanthracene). Solvent: CC(C)O (IPA). Run at temperature 80 celsius, time 18 hour. Yields the product C[C@]1(N)CCNC1=O. Reaction SMILES: [CH3:1][C@:2]1([C:7](=[O:8])[NH:6][CH2:5][CH2:4]1)[NH2:3].OS(c1ccccc1)(=O)=O>>[CH3:1][C@:2]1([C:7](=[O:8])[NH:6][CH2:5][CH2:4]1)[NH2:3]. Starting materials: BrC=1C(N(C=C(N1)Br)C=1C=C(C(=O)OC)C=C(C1C)F)=O (methyl 3-(3,5-dibromo-2-oxopyrazin-1(2H)-yl)-5-fluoro-4-methylbenzoate), C(C1=CC=CC=C1)OCCSC1=C(C=CC=C1)C(C)(C)N (2-(2-{[2-(benzyloxy)ethyl]sulfanyl}phenyl)propan-2-amine). The product is C(C1=CC=CC=C1)OCCSC1=C(C=CC=C1)C(C)(C)NC=1C(N(C=C(N1)Br)C=1C=C(C(=O)OC)C=C(C1C)F)=O (Methyl 3-[3-{[1-(2-{[2-(benzyloxy)ethyl]sulfanyl}phenyl)-1-methylethyl]amino}-5-bromo-2-oxopyrazin-1(2H)-yl]-5-fluoro-4-methylbenzoate). RXN SMILES: Br[C:2]1[C:3](=[O:21])[N:4]([C:9]2[CH:10]=[C:11]([CH:16]=[C:17]([F:20])[C:18]=2[CH3:19])[C:12]([O:14][CH3:15])=[O:13])[CH:5]=[C:6]([Br:8])[N:7]=1.[CH2:22]([O:29][CH2:30][CH2:31][S:32][C:33]1[CH:38]=[CH:37][CH:36]=[CH:35][C:34]=1[C:39]([NH2:42])([CH3:41])[CH3:40])[C:23]1[CH:28]=[CH:27][CH:26]=[CH:25][CH:24]=1>>[CH2:22]([O:29][CH2:30][CH2:31][S:32][C:33]1[CH:38]=[CH:37][CH:36]=[CH:35][C:34]=1[C:39]([NH:42][C:2]1[C:3](=[O:21])[N:4]([C:9]2[CH:10]=[C:11]([CH:16]=[C:17]([F:20])[C:18]=2[CH3:19])[C:12]([O:14][CH3:15])=[O:13])[CH:5]=[C:6]([Br:8])[N:7]=1)([CH3:40])[CH3:41])[C:23]1[CH:24]=[CH:25][CH:26]=[CH:27][CH:28]=1. Procedure: The subtitle compound was prepared using a similar method to Example 252h from methyl 3-(3,5-dibromo-2-oxopyrazin-1(2H)-yl)-5-fluoro-4-methylbenzoate (Example 252g) and 2-(2-{[2-(benzyloxy)ethyl]sulfanyl}phenyl)propan-2-amine (Example 320c).